From a dataset of the Open Reaction Database (ORD), a public repository of structured organic reaction records. describe an organic reaction: reactants, conditions, products, and yield Reaction SMILES: [C:1]1([C:7]([C:9]2[CH:10]=[C:11]([CH:15]([CH3:19])[C:16]([OH:18])=[O:17])[CH:12]=[CH:13][CH:14]=2)=C)[CH:6]=[CH:5][CH:4]=[CH:3][CH:2]=1.O.[Mn]([O-])(=O)(=O)=[O:22].[K+]>C1C=CC=CC=1>[C:7]([C:9]1[CH:10]=[C:11]([CH:15]([CH3:19])[C:16]([OH:18])=[O:17])[CH:12]=[CH:13][CH:14]=1)(=[O:22])[C:1]1[CH:6]=[CH:5][CH:4]=[CH:3][CH:2]=1 |f:2.3|. Run at time 18 hour. Solvent: C1=CC=CC=C1 (benzene). Yields the product C(C1=CC=CC=C1)(=O)C=1C=C(C=CC1)C(C(=O)O)C (α-(3-benzoylphenyl)propionic acid). Starting materials: C1(=CC=CC=C1)C(=C)C=1C=C(C=CC1)C(C(=O)O)C (α-(3-(1-Phenylethenyl)phenyl)propionic acid), aqueous solution, [Mn](=O)(=O)(=O)[O-].[K+] (potassium permanganate), O (water). Procedure details: α-(3-(1-Phenylethenyl)phenyl)propionic acid (35 g) obtained in Example 2 was dissolved in 250 ml of benzene and 250 ml of water was further added thereto with vigorous stirring to prepare a suspension. Then, 2 liter of 2% aqueous solution of potassium permanganate was dropped little by little over 1.5 hours. After the dropping, stirring was continued for 18 hours at room temperature. After the reaction, it was acidified by adding concentrated sulfuric acidand was treated by adding 35 g of sodium... Reactants: [H-].[Na+] (NaH), CI (MeI), BrCCC1=CNC2=CC=C(C=C12)OC (3-(2-bromo-ethyl)-5-methoxy-1H-indole). Solvent: C1CCOC1 (THF), C1CCOC1 (THF). Run at time 5 minute. Product: BrCCC1=CN(C2=CC=C(C=C12)OC)C (3-(2-Bromoethyl)-5-methoxy-1-methyl-1H-indole). As a reaction SMILES: [H-].[Na+].[CH3:3]I.[Br:5][CH2:6][CH2:7][C:8]1[C:16]2[C:11](=[CH:12][CH:13]=[C:14]([O:17][CH3:18])[CH:15]=2)[NH:10][CH:9]=1>C1COCC1>[Br:5][CH2:6][CH2:7][C:8]1[C:16]2[C:11](=[CH:12][CH:13]=[C:14]([O:17][CH3:18])[CH:15]=2)[N:10]([CH3:3])[CH:9]=1 |f:0.1|. Procedure: A flask was charged with NaH (145 mg, 3.62 mmol), MeI (0.45 mL, 7.24 mmol) and THF (1.7 mL). The resulting grey suspension was stirred at rt for 5 min, then a solution of 3-(2-bromo-ethyl)-5-methoxy-1H-indole (230 mg, 0.90 mmol) in THF (4.1 mL) was added dropwise. After stirring for 18 h at rt, the reaction mixture was concentrated and purification by FC (hex/EtOAc 2:1, Rf=0.5) yielded the title compound as an yellow solid. LC-MS conditions 08Z acidic tR=0.93 min, [M+H]+=no ionization. Starting materials: C(CN)N (ethylenediamine), CC1=C(C=CC=2CCOC21)N=C=S (7-methyl-6-isothiocyanato-2,3-dihydrobenzofuran). The solvent is C(Cl)Cl (methylene chloride), C(Cl)Cl (methylene chloride). Reaction conditions: time 1 hour. Product: NCCNC(NC1=C(C2=C(CCO2)C=C1)C)=S (6-[N'-(2-aminoethyl)thioureido]-7-methyl-2,3-dihydrobenzofuran), crude product. Reaction SMILES: [CH2:1]([NH2:4])[CH2:2][NH2:3].[CH3:5][C:6]1[C:14]2[O:13][CH2:12][CH2:11][C:10]=2[CH:9]=[CH:8][C:7]=1[N:15]=[C:16]=[S:17]>C(Cl)Cl>[NH2:3][CH2:2][CH2:1][NH:4][C:16](=[S:17])[NH:15][C:7]1[CH:8]=[CH:9][C:10]2[CH2:11][CH2:12][O:13][C:14]=2[C:6]=1[CH3:5]. Procedure: To a solution of 0.205 g of ethylenediamine in 1 mL of methylene chloride is added dropwise a solution of 0.13 g of 7-methyl-6-isothiocyanato-2,3-dihydrobenzofuran in 2 mL of methylene chloride. The mixture is stirred at room temperature for 1 hour and evaporated to provide 6-[N'-(2-aminoethyl)thioureido]-7-methyl-2,3-dihydrobenzofuran as the crude product. Starting materials: example 6 ( 1 ), ClC1=C2C(N(C(C2=C(C=C1)Cl)=O)CC(C(=O)OC)C1(OCCO1)C)=O (methyl 3-(4,7-dichloro-1,3-dioxo-1,3-dihydro-isoindol-2-yl)-2-(2-methyl-[1,3]dioxolan-2-yl)propionate), O.C1(=CC=C(C=C1)S(=O)(=O)O)C (p-toluenesulfonic acid monohydrate). The product is ClC1=C2C(N(C(C2=C(C=C1)Cl)=O)CC(C(=O)OC)C(C)=O)=O (Methyl 2-(4,7-dichloro-1,3-dioxo-1,3-dihydro-isoindol-2-ylmethyl)-3-oxo-butyrate). RXN SMILES: [Cl:1][C:2]1[CH:10]=[CH:9][C:8]([Cl:11])=[C:7]2[C:3]=1[C:4](=[O:25])[N:5]([CH2:13][CH:14]([C:19]1([CH3:24])OCC[O:20]1)[C:15]([O:17][CH3:18])=[O:16])[C:6]2=[O:12].O.C1(C)C=CC(S(O)(=O)=O)=CC=1>>[Cl:11][C:8]1[CH:9]=[CH:10][C:2]([Cl:1])=[C:3]2[C:7]=1[C:6](=[O:12])[N:5]([CH2:13][CH:14]([C:19](=[O:20])[CH3:24])[C:15]([O:17][CH3:18])=[O:16])[C:4]2=[O:25] |f:1.2|. Reported procedure: Methyl 2-(4,7-dichloro-1,3-dioxo-1,3-dihydro-isoindol-2-ylmethyl)-3-oxo-butyrate was prepared (69 mg, 39%) in the same manner as described in the above example 6 (1) from methyl 3-(4,7-dichloro-1,3-dioxo-1,3-dihydro-isoindol-2-yl)-2-(2-methyl-[1,3]dioxolan-2-yl)propionate (0.20 g, 0.52 mmol) and p-toluenesulfonic acid monohydrate (50 mg), and the obtained product was identified with the following NMR data. Reactants: CCO, CN(C)CCCC1(c2ccc(F)cc2)OCc2cc(C=O)ccc21, Cl, NO, [Na+], [OH-], O. The product is CN(C)CCCC1(c2ccc(F)cc2)OCc2cc(C=NO)ccc21. RXN SMILES: [CH3:30][CH2:31][OH:32].[CH:1](=[O:2])[c:3]1[cH:4][c:5]2[c:9]([cH:10][cH:11]1)[C:8]([c:12]1[cH:13][cH:14][c:15]([F:18])[cH:16][cH:17]1)([CH2:19][CH2:20][CH2:21][N:22]([CH3:23])[CH3:24])[O:7][CH2:6]2.[ClH:27].[NH2:25][OH:26].[Na+:29].[OH-:28].[OH2:33]>>[CH:1]([c:3]1[cH:4][c:5]2[c:9]([cH:10][cH:11]1)[C:8]([c:12]1[cH:13][cH:14][c:15]([F:18])[cH:16][cH:17]1)([CH2:19][CH2:20][CH2:21][N:22]([CH3:23])[CH3:24])[O:7][CH2:6]2)=[N:25][OH:26]. The reactants are CCOC(=O)C(C)C(C)=O, CCOC(C)=O, [K+], [K+], N#Cc1c(Cl)ccc([N+](=O)[O-])c1N, O=C([O-])[O-], CN(C)C=O. Yields the product CCOC(=O)C(C)(C(C)=O)c1ccc([N+](=O)[O-])c(N)c1C#N. RXN SMILES: [CH3:14][CH:15]([C:16](=[O:17])[O:18][CH2:19][CH3:20])[C:21](=[O:22])[CH3:23].[CH3:35][CH2:36][O:37][C:38]([CH3:39])=[O:40].[K+:24].[K+:25].[NH2:1][c:2]1[c:3]([C:4]#[N:5])[c:6]([Cl:13])[cH:7][cH:8][c:9]1[N+:10](=[O:11])[O-:12].[O-:26][C:27]([O-:28])=[O:29].[O:30]=[CH:31][N:32]([CH3:33])[CH3:34]>>[NH2:1][c:2]1[c:3]([C:4]#[N:5])[c:6]([C:15]([CH3:14])([C:16](=[O:17])[O:18][CH2:19][CH3:20])[C:21](=[O:22])[CH3:23])[cH:7][cH:8][c:9]1[N+:10](=[O:11])[O-:12]. The reactants are CN(C)C=O, CC1(C)CC(C(=O)O)C1, O=C(Cl)C(=O)Cl, ClCCl. Product: CC1(C)CC(C(=O)Cl)C1. RXN SMILES: [CH3:16][N:17]([CH3:18])[CH:19]=[O:20].[CH3:1][C:2]1([CH3:9])[CH2:3][CH:4]([C:6](=[O:7])[OH:8])[CH2:5]1.[Cl:10][C:11]([C:12]([Cl:13])=[O:14])=[O:15].[Cl:21][CH2:22][Cl:23]>>[CH3:1][C:2]1([CH3:9])[CH2:3][CH:4]([C:6](=[O:7])[Cl:10])[CH2:5]1.